From a dataset of the Open Reaction Database (ORD), a public repository of structured organic reaction records. describe an organic reaction: reactants, conditions, products, and yield Starting materials: COc1cc(C)ccc1S(=O)(=O)OC(Cl)C(=O)c1ccccc1, Nc1ccccc1, O. The product is CC(=O)c1ccccc1. Reaction SMILES: [CH3:8][O:9][c:10]1[cH:11][c:12]([CH3:13])[cH:14][cH:15][c:16]1[S:17]([O:18][CH:20]([Cl:19])[C:21](=[O:22])[c:23]1[cH:24][cH:25][cH:26][cH:27][cH:28]1)(=[O:29])=[O:30].[NH2:1][c:2]1[cH:3][cH:4][cH:5][cH:6][cH:7]1.[OH2:31]>>[CH3:20][C:21](=[O:22])[c:23]1[cH:24][cH:25][cH:26][cH:27][cH:28]1. The reactants are FC=1C(=NC(=C(C(=O)N)C1)NC1=CC=C(C=C1)N1CCOCC1)C1=C[C@@H](CCC1)NC(=O)NC=1SC=CN1 ((R)-5-fluoro-2-(4-morpholinophenylamino)-6-(3-(3-thiazol-2-ylureido)cyclohex-1-enyl)nicotinamide), FC=1C(=NC(=C(C(=O)N)C1)NC1=CC=C(C=C1)N1CCOCC1)C1=C[C@H](CCC1)NC(=O)NC=1SC=CN1 ((S)-5-fluoro-2-(4-morpholinophenylamino)-6-(3-(3-thiazol-2-ylureido)cyclohex-1-enyl)nicotinamide). Product: FC=1C(=NC(=C(C(=O)N)C1)NC1=CC=C(C=C1)N1CCOCC1)C1=CC(CCC1)NC(=O)NC=1SC=CN1 (5-Fluoro-2-(4-morpholinophenylamino)-6-(3-(3-thiazol-2-ylureido)cyclohex-1-enyl)nicotinamide). Reaction SMILES: [F:1][C:2]1[C:3]([C:24]2[CH2:29][CH2:28][CH2:27][C@@H:26]([NH:30][C:31]([NH:33][C:34]3[S:35][CH:36]=[CH:37][N:38]=3)=[O:32])[CH:25]=2)=[N:4][C:5]([NH:11][C:12]2[CH:17]=[CH:16][C:15]([N:18]3[CH2:23][CH2:22][O:21][CH2:20][CH2:19]3)=[CH:14][CH:13]=2)=[C:6]([CH:10]=1)[C:7]([NH2:9])=[O:8].FC1C(C2CCC[C@H](NC(NC3SC=CN=3)=O)C=2)=NC(NC2C=CC(N3CCOCC3)=CC=2)=C(C=1)C(N)=O>>[F:1][C:2]1[C:3]([C:24]2[CH2:29][CH2:28][CH2:27][CH:26]([NH:30][C:31]([NH:33][C:34]3[S:35][CH:36]=[CH:37][N:38]=3)=[O:32])[CH:25]=2)=[N:4][C:5]([NH:11][C:12]2[CH:17]=[CH:16][C:15]([N:18]3[CH2:23][CH2:22][O:21][CH2:20][CH2:19]3)=[CH:14][CH:13]=2)=[C:6]([CH:10]=1)[C:7]([NH2:9])=[O:8]. Procedure: The sample was separated on a chiral column: Chiralpak AS-H 25×3 cm, 5 μm; Column Temp. 40° C.; Flow rate: 150 mL/min; Mobile Phase: CO2/MeOH=65/35; to give the two enantiomers. Example 33: (R)-5-fluoro-2-(4-morpholinophenylamino)-6-(3-(3-thiazol-2-ylureido)cyclohex-1-enyl)nicotinamide and Example 440: (S)-5-fluoro-2-(4-morpholinophenylamino)-6-(3-(3-thiazol-2-ylureido)cyclohex-1-enyl)nicotinamide.